From a dataset of the Open Reaction Database (ORD), a public repository of structured organic reaction records. describe an organic reaction: reactants, conditions, products, and yield Run in ClCCl (dichloromethane), ClCCl (dichloromethane). Isolated yield 57.0%. Procedure: A solution of 2-(3-(2-α-D-mannopyranosyloxyphenyl)phenyl)ethanol (1.12 g, 2.46 mmol) in dichloromethane (15 ml) was added slowly to a suspension of Dess-Martin periodinane (4.95 g, 11.7 mmol) in dry dichloromethane (5 ml), and the reaction was stirred at room temperature overnight. The mixture was then diluted with ether and filtered; the filtrate was washed twice with saturated sodium bicarbonate solution and once with brine, then dried with magnesium sulfate. The solvent was removed in vacuo a... Conditions: time 8 hour. RXN SMILES: [C@H:1]1([O:12][C:13]2[CH:18]=[CH:17][CH:16]=[CH:15][C:14]=2C2C=C(CCO)C=CC=2)[O:9][C@H:8]([CH2:10][OH:11])[C@@H:6]([OH:7])[C@H:4]([OH:5])[C@@H:2]1[OH:3].CC(OI1(OC(C)=O)(OC(C)=O)O[C:39](=O)[C:38]2[CH:37]=[CH:36][CH:35]=[CH:34][C:33]1=2)=O.C[CH2:51][O:52]CC>ClCCl>[C@H:1]1([O:12][C:13]2[CH:18]=[CH:17][CH:16]=[CH:15][C:14]=2[C:37]2[CH:36]=[CH:35][CH:34]=[CH:33][C:38]=2[CH2:39][CH:51]=[O:52])[O:9][C@H:8]([CH2:10][OH:11])[C@@H:6]([OH:7])[C@H:4]([OH:5])[C@@H:2]1[OH:3]. Product: [C@H]1([C@@H](O)[C@@H](O)[C@H](O)[C@H](O1)CO)OC1=C(C=CC=C1)C1=C(C=CC=C1)CC=O (2-(2-α-D-mannopyranosyloxyphenyl)phenylethanal). Starting materials: CCOCC (ether), [C@H]1([C@@H](O)[C@@H](O)[C@H](O)[C@H](O1)CO)OC1=C(C=CC=C1)C=1C=C(C=CC1)CCO (2-(3-(2-α-D-mannopyranosyloxyphenyl)phenyl)ethanol), CC(=O)OI1(C=2C=CC=CC2C(=O)O1)(OC(=O)C)OC(=O)C (Dess-Martin periodinane). RXN SMILES: [Br:16][CH2:17][CH2:18][CH2:19][O:20][c:21]1[cH:22][cH:23][c:24]([O:25][C:26]([F:27])([F:28])[F:29])[cH:30][cH:31]1.[Br:1][CH2:2][CH2:3][CH2:4][O:5][c:6]1[cH:7][cH:8][c:9]([C:12]([F:13])([F:14])[F:15])[cH:10][cH:11]1.[C:32](=[O:33])([O-:34])[O-:35].[CH3:53][N:54]([CH3:55])[CH:56]=[O:57].[CH3:58][CH2:59][O:60][CH2:61][CH3:62].[Cl:38][c:39]1[c:40]([OH:52])[c:41]([CH3:51])[cH:42][c:43]([O:45][CH2:46][CH:47]=[C:48]([Cl:49])[Cl:50])[cH:44]1.[K+:36].[K+:37]>>[CH2:2]([CH2:3][CH2:4][O:5][c:6]1[cH:7][cH:8][c:9]([C:12]([F:13])([F:14])[F:15])[cH:10][cH:11]1)[O:52][c:40]1[c:39]([Cl:38])[cH:44][c:43]([O:45][CH2:46][CH:47]=[C:48]([Cl:49])[Cl:50])[cH:42][c:41]1[CH3:51]. Yields the product Cc1cc(OCC=C(Cl)Cl)cc(Cl)c1OCCCOc1ccc(C(F)(F)F)cc1. The reactants are FC(F)(F)Oc1ccc(OCCCBr)cc1, FC(F)(F)c1ccc(OCCCBr)cc1, O=C([O-])[O-], CN(C)C=O, CCOCC, Cc1cc(OCC=C(Cl)Cl)cc(Cl)c1O, [K+], [K+]. The reactants are CS(=O)(=O)O, [Cl-], COc1cc(O)ccc1-c1nc2ccc(NC(C)=O)cc2[nH]1. The product is COc1cc(OS(C)(=O)=O)ccc1-c1nc2ccc(NC(C)=O)cc2[nH]1. RXN SMILES: [CH3:24][S:25](=[O:26])(=[O:27])[OH:28].[Cl-:23].[NH:1]([C:2](=[O:3])[CH3:4])[c:5]1[cH:6][c:7]2[c:8]([n:9][c:10](-[c:12]3[c:13]([O:19][CH3:20])[cH:14][c:15]([OH:18])[cH:16][cH:17]3)[nH:11]2)[cH:21][cH:22]1>>[NH:1]([C:2](=[O:3])[CH3:4])[c:5]1[cH:6][c:7]2[c:8]([n:9][c:10](-[c:12]3[c:13]([O:19][CH3:20])[cH:14][c:15]([O:18][S:25]([CH3:24])(=[O:26])=[O:27])[cH:16][cH:17]3)[nH:11]2)[cH:21][cH:22]1. Starting materials: O=S([O-])c1cc2c(Br)cccc2o1, O=S([O-])c1cc2ccc(Br)cc2o1, C1CCCCC1, CC(C)[N-]C(C)C, O=C1CCC(=O)N1Cl, ClCCl, [Li+], [Li+], [Li+], C1CCOC1. The product is O=S(=O)(Cl)c1cc2c(Br)cccc2o1. As a reaction SMILES: [Br:14][c:15]1[cH:16][cH:17][cH:18][c:19]2[o:20][c:21]([S:24](=[O:25])[O-:26])[cH:22][c:23]12.[Br:28][c:29]1[cH:30][cH:31][c:32]2[cH:33][c:34]([S:35]([O-:36])=[O:37])[o:38][c:39]2[cH:40]1.[CH2:50]1[CH2:51][CH2:52][CH2:53][CH2:54][CH2:55]1.[CH:6]([N-:7][CH:8]([CH3:9])[CH3:10])([CH3:11])[CH3:12].[Cl:42][N:43]1[C:44](=[O:45])[CH2:46][CH2:47][C:48]1=[O:49].[Cl:56][CH2:57][Cl:58].[Li+:13].[Li+:27].[Li+:41].[O:1]1[CH2:2][CH2:3][CH2:4][CH2:5]1>>[Br:14][c:15]1[cH:16][cH:17][cH:18][c:19]2[o:20][c:21]([S:24](=[O:25])(=[O:26])[Cl:42])[cH:22][c:23]12. The reactants are CO, CCc1nc(NNC(=O)C(CC2CCCC2)CN(C=O)OCc2ccccc2)c(F)c(N2CCN(C)CC2)n1. Yields the product CCc1nc(NNC(=O)C(CC2CCCC2)CN(O)C=O)c(F)c(N2CCN(C)CC2)n1. Reaction SMILES: [CH3:40][OH:41].[CH:1]1([CH2:6][CH:7]([CH2:8][N:9]([CH:10]=[O:11])[O:12][CH2:13][c:14]2[cH:15][cH:16][cH:17][cH:18][cH:19]2)[C:20](=[O:21])[NH:22][NH:23][c:24]2[n:25][c:26]([CH2:38][CH3:39])[n:27][c:28]([N:31]3[CH2:32][CH2:33][N:34]([CH3:37])[CH2:35][CH2:36]3)[c:29]2[F:30])[CH2:2][CH2:3][CH2:4][CH2:5]1>>[CH:1]1([CH2:6][CH:7]([CH2:8][N:9]([CH:10]=[O:11])[OH:12])[C:20](=[O:21])[NH:22][NH:23][c:24]2[n:25][c:26]([CH2:38][CH3:39])[n:27][c:28]([N:31]3[CH2:32][CH2:33][N:34]([CH3:37])[CH2:35][CH2:36]3)[c:29]2[F:30])[CH2:2][CH2:3][CH2:4][CH2:5]1. Reactants: C(C)(=O)N1C(C(C2=CC=C(C=C12)C(=O)OC)=C(C1=CC=CC=C1)OCC)=O (1-acetyl-3-(1-ethoxy-1-phenylmethylene)-6-methoxycarbonyl-2-indolinone), CN(CCN(C(=O)C=1C=NC=CC1)C1=CC=C(N)C=C1)C (4-(N-(2-dimethylamino-ethyl)-N-(pyridine-3-carbonyl)-amino)-aniline). The product is CN(CCN(C(=O)C=1C=NC=CC1)C1=CC=C(N\C(\C2=CC=CC=C2)=C\2/C(NC3=CC(=CC=C23)C(=O)OC)=O)C=C1)C (3-Z-[1-(4-(N-(2-dimethylamino-ethyl)-N-(pyridine-3-carbonyl)-amino)-anilino)-1-phenyl-methylene]-6-methoxycarbonyl-2-indolinone). Reaction SMILES: C([N:4]1[C:12]2[C:7](=[CH:8][CH:9]=[C:10]([C:13]([O:15][CH3:16])=[O:14])[CH:11]=2)[C:6](=[C:17](OCC)[C:18]2[CH:23]=[CH:22][CH:21]=[CH:20][CH:19]=2)[C:5]1=[O:27])(=O)C.[CH3:28][N:29]([CH3:48])[CH2:30][CH2:31][N:32]([C:41]1[CH:47]=[CH:46][C:44]([NH2:45])=[CH:43][CH:42]=1)[C:33]([C:35]1[CH:36]=[N:37][CH:38]=[CH:39][CH:40]=1)=[O:34]>>[CH3:28][N:29]([CH3:48])[CH2:30][CH2:31][N:32]([C:41]1[CH:42]=[CH:43][C:44]([NH:45]/[C:17](=[C:6]2\[C:5](=[O:27])[NH:4][C:12]3[C:7]\2=[CH:8][CH:9]=[C:10]([C:13]([O:15][CH3:16])=[O:14])[CH:11]=3)/[C:18]2[CH:23]=[CH:22][CH:21]=[CH:20][CH:19]=2)=[CH:46][CH:47]=1)[C:33]([C:35]1[CH:36]=[N:37][CH:38]=[CH:39][CH:40]=1)=[O:34]. Reported procedure: Prepared from 1-acetyl-3-(1-ethoxy-1-phenylmethylene)-6-methoxycarbonyl-2-indolinone and 4-(N-(2-dimethylamino-ethyl)-N-(pyridine-3-carbonyl)-amino)-aniline Rf value: 0.5 (silica gel, methylene chloride/methanol=9:1) C33H31N5O4